This data is from the Open Reaction Database (ORD), a public repository of structured organic reaction records. The task is: describe an organic reaction: reactants, conditions, products, and yield Reactants: Fc1ccc(Nc2ncnc3c2CCN(Cc2ccccc2)C3)cc1, CO, [OH-], [OH-], [Pd+2]. Product: Fc1ccc(Nc2ncnc3c2CCNC3)cc1. As a reaction SMILES: [CH2:1]([c:2]1[cH:3][cH:4][cH:5][cH:6][cH:7]1)[N:8]1[CH2:9][c:10]2[n:11][cH:12][n:13][c:14]([NH:18][c:19]3[cH:20][cH:21][c:22]([F:25])[cH:23][cH:24]3)[c:15]2[CH2:16][CH2:17]1.[CH3:26][OH:27].[OH-:28].[OH-:30].[Pd+2:29]>>[NH:8]1[CH2:9][c:10]2[n:11][cH:12][n:13][c:14]([NH:18][c:19]3[cH:20][cH:21][c:22]([F:25])[cH:23][cH:24]3)[c:15]2[CH2:16][CH2:17]1. Reactants: OCCCN1N=CC(=C1)C=1C=CC(=C2C(N(CC12)C)=O)NC1=NC(=NC=C1C(F)(F)F)NC1=C(C=C(CP(OCC)(OCC)=O)C=C1)OC (diethyl (4-{[4-({7-[1-(3-hydroxypropyl)-1H-pyrazol-4-yl]-2-methyl-3-oxo-2,3-dihydro-1H-isoindol-4-yl}amino)-5-(trifluoromethyl)pyrimidin-2-yl]amino}-3-methoxybenzyl)phosphonate), NC1=CC=C(C(=C1C(=O)NC)C)C=1C=NN(C1)CCCO (6-amino-3-[1-(3-hydroxypropyl)-1H-pyrazol-4-yl]-N,2-dimethyl benzamide), NC1=CC=C(C(=C1C(=O)NC)C)C=1C=NN(C1)CCCO (6-amino-3-[1-(3-hydroxypropyl)-1H-pyrazol-4-yl]-N,2-dimethyl benzamide). Product: OCCCN1N=CC(=C1)C1=C(C(=C(C=C1)NC1=NC(=NC=C1C(F)(F)F)NC1=C(C=C(CP(OCC)(OCC)=O)C=C1)OC)C(NC)=O)C (Diethyl (4-{[4-({4-[1-(3-hydroxypropyl)-1H-pyrazol-4-yl]-3-methyl-2-(methyl carbamoyl)phenyl}amino)-5-(trifluoromethyl)pyrimidin-2-yl]amino}-3-methoxybenzyl)phosphonate). As a reaction SMILES: [OH:1][CH2:2][CH2:3][CH2:4][N:5]1[CH:9]=[C:8]([C:10]2[CH:11]=[CH:12][C:13]([NH:21][C:22]3[C:27]([C:28]([F:31])([F:30])[F:29])=[CH:26][N:25]=[C:24]([NH:32][C:33]4[CH:47]=[CH:46][C:36]([CH2:37][P:38](=[O:45])([O:42][CH2:43][CH3:44])[O:39][CH2:40][CH3:41])=[CH:35][C:34]=4[O:48][CH3:49])[N:23]=3)=[C:14]3[C:18]=2[CH2:17][N:16]([CH3:19])[C:15]3=[O:20])[CH:7]=[N:6]1.NC1C(C(NC)=O)=C(C)C(C2C=NN(CCCO)C=2)=CC=1>>[OH:1][CH2:2][CH2:3][CH2:4][N:5]1[CH:9]=[C:8]([C:10]2[CH:11]=[CH:12][C:13]([NH:21][C:22]3[C:27]([C:28]([F:29])([F:30])[F:31])=[CH:26][N:25]=[C:24]([NH:32][C:33]4[CH:47]=[CH:46][C:36]([CH2:37][P:38](=[O:45])([O:42][CH2:43][CH3:44])[O:39][CH2:40][CH3:41])=[CH:35][C:34]=4[O:48][CH3:49])[N:23]=3)=[C:14]([C:15](=[O:20])[NH:16][CH3:19])[C:18]=2[CH3:17])[CH:7]=[N:6]1. Procedure details: Prepared analogously to Compound 1B replacing Compound C with 6-amino-3-[1-(3-hydroxypropyl)-1H-pyrazol-4-yl]-N,2-dimethyl benzamide (Compound 29C). 1H NMR (CD3OD, 400 MHz): δ=8.28 (s, 1H), 7.92 (s, 1H), 7.89 (d, J=8.3 Hz, 1H), 7.72 (s, 1H), 7.63 (d, J=8.4 Hz, 1H), 7.48 (d, J=8.3 Hz, 1H), 6.92 (t, J=2.0 Hz, 1H), 6.60 (d, J=7.4 Hz, 1H), 4.35 (t, J=6.8 Hz, 2H), 4.00 (m, 4H), 3.89 (s, 3H), 3.60 (t, J=6.1 Hz, 2H), 3.16 (d, J=21.5 Hz, 2H), 2.85 (s, 3H), 2.37 (s, 3H), 2.12 (m, 2H), 1.22 (t, J=7.1 Hz, ... Reactants: N (ammonia), ClC1=CC=C(C(=C1C(=O)O)F)CNC(C(C)(C)C)=O (6-chloro-2-fluoro-3-(pivalamidomethyl)benzoic acid), C(C(=O)Cl)(=O)Cl (oxalyl chloride). The solvent is C1CCOC1 (THF). Product: ClC1=CC=C(C(=C1C(=O)N)F)CNC(C(C)(C)C)=O (6-chloro-2-fluoro-3-(pivalamidomethyl)benzamide), product. Reaction SMILES: [Cl:1][C:2]1[C:7]([C:8](O)=[O:9])=[C:6]([F:11])[C:5]([CH2:12][NH:13][C:14](=[O:19])[C:15]([CH3:18])([CH3:17])[CH3:16])=[CH:4][CH:3]=1.C(Cl)(=O)C(Cl)=O.[NH3:26]>C1COCC1>[Cl:1][C:2]1[C:7]([C:8]([NH2:26])=[O:9])=[C:6]([F:11])[C:5]([CH2:12][NH:13][C:14](=[O:19])[C:15]([CH3:18])([CH3:17])[CH3:16])=[CH:4][CH:3]=1. Procedure details: The title compound was prepared according to the procedure described in step-2 of Intermediate-26 by using 6-chloro-2-fluoro-3-(pivalamidomethyl)benzoic acid (0.400 g, 1.39 mmol), THF (25 mL), oxalyl chloride (0.14 mL, 1.67 mmol) and ammonia gas to afford 0.220 g of the product. 1H NMR (300 MHz, DMSO d6): δ 1.12 (s, 9H), 4.25 (d, J=5.4 Hz, 2H), 7.20 (d, J=8.4 Hz, 1H), 7.30 (d, J=8.4 Hz, 1H), 7.82 (s, 1H), 8.12 (br s, 2H); MS (m/z): 287.01 (M+H+). Starting materials: BrC(CCCC(=O)OCC)C(=O)C1=CC=C(C=C1)F (ethyl 5-bromo-6-(4-fluorophenyl)-6-oxohexanoate), C(=O)[O-].[Na+] (sodium formate), CO (methanol). Run in C(C)(=O)OCC (ethyl acetate). Yields the product FC1=CC=C(C=C1)C(C(CCCC(=O)OCC)O)=O (ethyl 6-(4-fluorophenyl)-5-hydroxy-6-oxohexanoate), oil. Isolated yield 96.0%. As a reaction SMILES: Br[CH:2]([C:11]([C:13]1[CH:18]=[CH:17][C:16]([F:19])=[CH:15][CH:14]=1)=[O:12])[CH2:3][CH2:4][CH2:5][C:6]([O:8][CH2:9][CH3:10])=[O:7].C([O-])=[O:21].[Na+].CO>C(OCC)(=O)C>[F:19][C:16]1[CH:17]=[CH:18][C:13]([C:11](=[O:12])[CH:2]([OH:21])[CH2:3][CH2:4][CH2:5][C:6]([O:8][CH2:9][CH3:10])=[O:7])=[CH:14][CH:15]=1 |f:1.2|. Procedure details: A mixture of ethyl 5-bromo-6-(4-fluorophenyl)-6-oxohexanoate (17.6 g), sodium formate (16.9 g) and methanol (150 ml) was stirred with heating under reflux for 16 hours. The reaction mixture was diluted with ethyl acetate (500 ml), and washed with water (200 ml×2). The organic layer was dried over anhydrous magnesium sulfate and then concentrated, the residue was subjected to silica gel column chromatography, and ethyl 6-(4-fluorophenyl)-5-hydroxy-6-oxohexanoate was obtained as a yellow oil (13.8... Reaction SMILES: Cl.[CH2:2]([O:9][C:10]1[CH:19]=[C:18]2[C:13]([C:14]([Cl:20])=[CH:15][CH:16]=[N:17]2)=[CH:12][C:11]=1[O:21][CH3:22])[C:3]1[CH:8]=[CH:7][CH:6]=[CH:5][CH:4]=1.[Cl:23][C:24]1[CH:30]=[CH:29][C:27]([NH2:28])=[C:26]([F:31])[CH:25]=1>C1CCCCC1>[ClH:20].[CH2:2]([O:9][C:10]1[CH:19]=[C:18]2[C:13]([C:14]([NH:28][C:27]3[CH:29]=[CH:30][C:24]([Cl:23])=[CH:25][C:26]=3[F:31])=[CH:15][CH:16]=[N:17]2)=[CH:12][C:11]=1[O:21][CH3:22])[C:3]1[CH:8]=[CH:7][CH:6]=[CH:5][CH:4]=1 |f:0.1,4.5|. Starting materials: Cl.C(C1=CC=CC=C1)OC1=C(C=C2C(=CC=NC2=C1)Cl)OC (7-benzyloxy-4-chloro-6-methoxyquinoline hydrochloride), ClC1=CC(=C(N)C=C1)F (4-chloro-2-fluoroaniline). The yield is 20.9%. Procedure: A mixture of 7-benzyloxy-4-chloro-6-methoxyquinoline hydrochloride (300 mg, 0.89 mmol), (prepared as described for the starting material in Example 3), and 4-chloro-2-fluoroaniline (160 mg, 1.1 mmol) was heated at reflux in cyclohexane (20 ml) for 24 hours. The solvent was removed by evaporation and the residue was triturated with ether. The solid crude product was collected by filtration and purified by column chromatography eluting with methylene chloride/methanol (100/0 increasing to 95/5) to... Solvent: C1CCCCC1 (cyclohexane). Product: Cl.C(C1=CC=CC=C1)OC1=C(C=C2C(=CC=NC2=C1)NC1=C(C=C(C=C1)Cl)F)OC (7-benzyloxy-4-(4-chloro-2-fluoroanilino)-6-methoxyquinoline hydrochloride).